From a dataset of the Open Reaction Database (ORD), a public repository of structured organic reaction records. describe an organic reaction: reactants, conditions, products, and yield The reactants are CC(C)O, Fc1cccc2ncnc(Cl)c12, Cl, Nc1ccc2[nH]ncc2c1. Product: Fc1cccc2ncnc(Nc3ccc4[nH]ncc4c3)c12. As a reaction SMILES: [CH:24]([OH:25])([CH3:26])[CH3:27].[Cl:1][c:2]1[n:3][cH:4][n:5][c:6]2[cH:7][cH:8][cH:9][c:10]([F:12])[c:11]12.[ClH:23].[NH2:13][c:14]1[cH:15][c:16]2[cH:17][n:18][nH:19][c:20]2[cH:21][cH:22]1>>[c:2]1([NH:13][c:14]2[cH:15][c:16]3[cH:17][n:18][nH:19][c:20]3[cH:21][cH:22]2)[n:3][cH:4][n:5][c:6]2[cH:7][cH:8][cH:9][c:10]([F:12])[c:11]12. Product: OC=1C=C2C=CC(=NC2=CC1)C1=CC=C(S1)C(=O)O (5-(6-hydroxyquinolin-2-yl)thiophene-2-carboxylic acid). Procedure: Followed Scheme 3: Starting Materials: 2-chloroquinolin-6-ol and 5-boronothiophene-2-carboxylic acid. 1H NMR (CD3OD, 400 MHz): δ 8.25 (d, J=8.8 Hz, 1H), 7.97 (dd, J=9.2, 3.2 Hz, 2H), 7.88-7.82 (m, 2H), 7.41 (dd, J=9.2, 2.8 Hz, 1H), 7.19 (d, J=2.4 Hz, 1H). MS (ESI): m/z 271.6 [M+H]+. RXN SMILES: Cl[C:2]1[CH:11]=[CH:10][C:9]2[C:4](=[CH:5][CH:6]=[C:7]([OH:12])[CH:8]=2)[N:3]=1.B([C:16]1[S:20][C:19]([C:21]([OH:23])=[O:22])=[CH:18][CH:17]=1)(O)O>>[OH:12][C:7]1[CH:8]=[C:9]2[C:4](=[CH:5][CH:6]=1)[N:3]=[C:2]([C:16]1[S:20][C:19]([C:21]([OH:23])=[O:22])=[CH:18][CH:17]=1)[CH:11]=[CH:10]2. The reactants are ClC1=NC2=CC=C(C=C2C=C1)O (2-chloroquinolin-6-ol), B(O)(O)C1=CC=C(S1)C(=O)O (5-boronothiophene-2-carboxylic acid). Reactants: CC(NC(=O)OC(C)(C)C)C(=O)NC(CCC(=O)NC(CCCCN)C(=O)O)C(N)=O, CCCCCC(=O)O. The product is CCCCCC(=O)NCCCCC(NC(=O)CCC(NC(=O)C(C)NC(=O)OC(C)(C)C)C(N)=O)C(=O)O. As a reaction SMILES: [C:1]([CH3:2])([CH3:3])([CH3:4])[O:5][C:6](=[O:7])[NH:8][CH:9]([CH3:10])[C:11](=[O:12])[NH:13][CH:14]([CH2:15][CH2:16][C:17](=[O:18])[NH:19][CH:20]([CH2:21][CH2:22][CH2:23][CH2:24][NH2:25])[C:26](=[O:27])[OH:28])[C:29]([NH2:30])=[O:31].[CH3:32][CH2:33][CH2:34][CH2:35][CH2:36][C:37]([OH:38])=[O:39]>>[C:1]([CH3:2])([CH3:3])([CH3:4])[O:5][C:6](=[O:7])[NH:8][CH:9]([CH3:10])[C:11](=[O:12])[NH:13][CH:14]([CH2:15][CH2:16][C:17](=[O:18])[NH:19][CH:20]([CH2:21][CH2:22][CH2:23][CH2:24][NH:25][C:37]([CH2:36][CH2:35][CH2:34][CH2:33][CH3:32])=[O:38])[C:26](=[O:27])[OH:28])[C:29]([NH2:30])=[O:31].